From a dataset of the Open Reaction Database (ORD), a public repository of structured organic reaction records. describe an organic reaction: reactants, conditions, products, and yield The reactants are N1C[C@H](CCC1)C(=O)OCC ((S)-ethyl piperidine-3-carboxylate), BrCC(=O)C1=CC=C(C#N)C=C1 (4-(2-bromoacetyl)benzonitrile). The solvent is C1(=CC=CC=C1)C (toluene). Run at time 8 hour. Product: Br.C(#N)C1=CC=C(C=C1)C(CN1C[C@H](CCC1)C(=O)OCC)=O ((S)-ethyl 1-(2-(4-cyanophenyl)-2-oxoethyl)piperidine-3-carboxylate hydrobromide). Yield: 62.7%. RXN SMILES: [NH:1]1[CH2:6][CH2:5][CH2:4][C@H:3]([C:7]([O:9][CH2:10][CH3:11])=[O:8])[CH2:2]1.[Br:12][CH2:13][C:14]([C:16]1[CH:23]=[CH:22][C:19]([C:20]#[N:21])=[CH:18][CH:17]=1)=[O:15]>C1(C)C=CC=CC=1>[BrH:12].[C:20]([C:19]1[CH:22]=[CH:23][C:16]([C:14](=[O:15])[CH2:13][N:1]2[CH2:6][CH2:5][CH2:4][C@H:3]([C:7]([O:9][CH2:10][CH3:11])=[O:8])[CH2:2]2)=[CH:17][CH:18]=1)#[N:21] |f:3.4|. Procedure: To a solution of commercially available (S)-ethyl piperidine-3-carboxylate (10 g, 63.6 mmol) in 200 mL toluene was added 4-(2-bromoacetyl)benzonitrile (17 g, 76 mmol). The reaction mixture was stirred overnight. The next day, the precipitated solid was collected by filtration and washed with ethyl acetate (×3) and dried under vacuum to give 15.2 g of (S)-ethyl 1-(2-(4-cyanophenyl)-2-oxoethyl)piperidine-3-carboxylate hydrobromide. MS (M+1)=301. HPLC Peak RT=1.51 minutes. Reactants: C1(=CC=CC=C1)CCCCCC=CC1=C(C=CC=C1)OCC1=CC=CC=C1 (benzyl 2-(7-phenyl-1-heptenyl)phenyl ether), [H][H] (hydrogen). The yield is 69.0%. As a reaction SMILES: [C:1]1([CH2:7][CH2:8][CH2:9][CH2:10][CH2:11][CH:12]=[CH:13][C:14]2[CH:19]=[CH:18][CH:17]=[CH:16][C:15]=2[O:20]CC2C=CC=CC=2)[CH:6]=[CH:5][CH:4]=[CH:3][CH:2]=1.[H][H]>C(O)C.[Pd]>[C:1]1([CH2:7][CH2:8][CH2:9][CH2:10][CH2:11][CH2:12][CH2:13][C:14]2[CH:19]=[CH:18][CH:17]=[CH:16][C:15]=2[OH:20])[CH:2]=[CH:3][CH:4]=[CH:5][CH:6]=1. The product is C1(=CC=CC=C1)CCCCCCCC1=C(C=CC=C1)O (2-(7-Phenylheptyl)phenol). The solvent is C(C)O (ethanol). Procedure: The whole of this benzyl 2-(7-phenyl-1-heptenyl)phenyl ether was then treated with hydrogen in the presence of 200 mg of 5% w/w palladium-on-carbon in 250 ml of ethanol at 50° C. for 5 hours at atmospheric pressure. At the end of this time, insoluble materials were removed by filtration, and the filtrate was concentrated by distillation under reduced pressure. The resulting residue was purified by column chromatography through silica gel, using a 5:1 by volume mixture of hexane and ethyl acetate... The reagents and catalysts are [Pd] (palladium-on-carbon). Starting materials: N(=C=O)C1=C2C(OCC2=C(C(=C1C/C=C(/CCC(=O)OC)\C)OC)C)=O (methyl (E)-6-(1,3-dihydro-4-isocyanato-6-methoxy-7-methyl -3-oxoisobenzofuran-5-yl)-4-methyl-4-hexenoate), solution, CNC (dimethylamine). The solvent is O1CCCC1 (tetrahydrofuran), O (water). Product: CN(C(NC1=C2C(OCC2=C(C(=C1C/C=C(/CCC(=O)OC)\C)OC)C)=O)=O)C (methyl (E)-6-[1,3-dihydro-4-(3,3-dimethylureido)-6-methoxy-7-methyl-3-oxoisobenzofuran-5-yl]-4-methyl-4-hexenoate). RXN SMILES: [N:1]([C:4]1[C:12]([CH2:13]/[CH:14]=[C:15](\[CH3:22])/[CH2:16][CH2:17][C:18]([O:20][CH3:21])=[O:19])=[C:11]([O:23][CH3:24])[C:10]([CH3:25])=[C:9]2[C:5]=1[C:6](=[O:26])[O:7][CH2:8]2)=[C:2]=[O:3].[CH3:27][NH:28][CH3:29]>O1CCCC1.O>[CH3:27][N:28]([CH3:29])[C:2](=[O:3])[NH:1][C:4]1[C:12]([CH2:13]/[CH:14]=[C:15](\[CH3:22])/[CH2:16][CH2:17][C:18]([O:20][CH3:21])=[O:19])=[C:11]([O:23][CH3:24])[C:10]([CH3:25])=[C:9]2[C:5]=1[C:6](=[O:26])[O:7][CH2:8]2. Procedure details: A solution of 0.65 g (1.8 mmol) of methyl (E)-6-(1,3-dihydro-4-isocyanato-6-methoxy-7-methyl -3-oxoisobenzofuran-5-yl)-4-methyl-4-hexenoate in 10 ml of tetrahydrofuran was treated with 5 ml of a solution of 40% dimethylamine in water. After 1 hour the reaction was partitioned between water and ethyl acetate. The organic phase was washed with water three times, dried over magnesium sulfate, and concentrated under reduced pressure to give 0.4 g of methyl (E)-6-[1,3-dihydro-4-(3,3-dimethylureido)-6... Reactants: C(C)OC(=O)C=1C=NNC1N1N=C(NC1=O)C(NC1=CC=C(C=C1)C1=NOC(=N1)C)C1=C(C2=C(OCCCO2)C(=C1)OC)F (5-(3-{(6-fluoro-9-methoxy-3,4-dihydro-2H-benzo[b][1,4]dioxepin-7-yl)-[4-(5-methyl[1,2,4]oxadiazol-3-yl)phenylamino]methyl}-5-oxo-4,5-dihydro-[1,2,4]triazol-1-yl)-1H-pyrazole-4-carboxylic acid ethyl ester), FC1=C(C=C(C(=C1)OC)OC)C(C1=NN(C(N1)=O)C1=C(C(=O)O)C=CC=C1)NC1=CC=C(C=C1)C1=NOC(=N1)C (2-(3-{(2-fluoro-4,5-dimethoxyphenyl)-[4-(5-methyl-[1,2,4]oxadiazol-3-yl)phenylamino]methyl}-5-oxo-4,5-dihydro-[1,2,4]triazol-1-yl)benzoic acid), FC(C(=O)O)(F)F (trifluoroacetic acid). The solvent is C(C)(=O)O (acetic acid). Product: C(C)(=O)O.C(C)OC(=O)C=1C=NNC1N1N=C(NC1=O)C(C1=C(C2=C(OCCCO2)C(=C1)OC)F)NC1=CC=C(C=C1)C(N)=N (5-{3-[(4-Carbamimidoylphenylamino)-(6-fluoro-9-methoxy-3,4-dihydro-2H-benzo[b][1,4]dioxepin-7-yl)methyl]-5-oxo-4,5-dihydro-[1,2,4]triazol-1-yl}-1H-pyrazole-4-carboxylic acid ethyl ester acetate). As a reaction SMILES: [CH2:1]([O:3][C:4]([C:6]1[CH:7]=[N:8][NH:9][C:10]=1[N:11]1[C:15](=[O:16])[NH:14][C:13]([CH:17]([C:31]2[CH:41]=[C:40]([O:42][CH3:43])[C:34]3[O:35][CH2:36][CH2:37][CH2:38][O:39][C:33]=3[C:32]=2[F:44])[NH:18][C:19]2[CH:24]=[CH:23][C:22]([C:25]3[N:29]=C(C)O[N:26]=3)=[CH:21][CH:20]=2)=[N:12]1)=[O:5])[CH3:2].FC1C=C(OC)C(OC)=CC=1C(NC1C=CC(C2N=C(C)ON=2)=CC=1)C1NC(=O)N(C2C=CC=CC=2C(O)=O)N=1.FC(F)(F)C(O)=O>C(O)(=O)C>[C:4]([OH:5])(=[O:3])[CH3:6].[CH2:1]([O:3][C:4]([C:6]1[CH:7]=[N:8][NH:9][C:10]=1[N:11]1[C:15](=[O:16])[NH:14][C:13]([CH:17]([NH:18][C:19]2[CH:20]=[CH:21][C:22]([C:25](=[NH:26])[NH2:29])=[CH:23][CH:24]=2)[C:31]2[CH:41]=[C:40]([O:42][CH3:43])[C:34]3[O:35][CH2:36][CH2:37][CH2:38][O:39][C:33]=3[C:32]=2[F:44])=[N:12]1)=[O:5])[CH3:2] |f:4.5|. Procedure: The same procedure was carried out as in Example (1g), except that 5-(3-{(6-fluoro-9-methoxy-3,4-dihydro-2H-benzo[b][1,4]dioxepin-7-yl)-[4-(5-methyl[1,2,4]oxadiazol-3-yl)phenylamino]methyl}-5-oxo-4,5-dihydro-[1,2,4]triazol-1-yl)-1H-pyrazole-4-carboxylic acid ethyl ester and 0.1% acetic acid were used instead of respectively 2-(3-{(2-fluoro-4,5-dimethoxyphenyl)-[4-(5-methyl-[1,2,4]oxadiazol-3-yl)phenylamino]methyl}-5-oxo-4,5-dihydro-[1,2,4]triazol-1-yl)benzoic acid and 0.1% trifluoroacetic acid, ... Starting materials: C(C1=CC=CC=C1)OC(=O)C=1C=C(C=CC1)NC(NCC(=O)N1C(CC(C1C1=C(C=CC=C1)F)S(=O)(=O)C1=CC(=CC=C1)OC)C(=O)OC(C)(C)C)=O (tert-butyl (2RS,4SR,5RS)-1-{2-[3-(3-benzyloxycarbonylphenyl)ureido]acetyl}-5-(2-fluorophenyl)-4-(3-methoxyphenyl)sulphonyl-2-pyrrolidinecarboxylate). Reagents/catalysts: [Pd] (palladium-on-charcoal). The solvent is C(C)O (ethanol). Yields the product C(C)(C)(C)OC(=O)C1N(C(C(C1)S(=O)(=O)C1=CC(=CC=C1)OC)C1=C(C=CC=C1)F)C(CNC(NC=1C=C(C(=O)O)C=CC1)=O)=O ((2RS,4SR,5RS)-3-(3-{2-[2-tert-butoxycarbonyl-5-(2-fluorophenyl)-4-(3-methoxyphenyl)sulphonyl-1-pyrrolidinyl]-2-oxoethyl}ureido)benzoic acid). The yield is 75.1%. Reaction SMILES: C([O:8][C:9]([C:11]1[CH:12]=[C:13]([NH:17][C:18](=[O:53])[NH:19][CH2:20][C:21]([N:23]2[CH:27]([C:28]3[CH:33]=[CH:32][CH:31]=[CH:30][C:29]=3[F:34])[CH:26]([S:35]([C:38]3[CH:43]=[CH:42][CH:41]=[C:40]([O:44][CH3:45])[CH:39]=3)(=[O:37])=[O:36])[CH2:25][CH:24]2[C:46]([O:48][C:49]([CH3:52])([CH3:51])[CH3:50])=[O:47])=[O:22])[CH:14]=[CH:15][CH:16]=1)=[O:10])C1C=CC=CC=1>[Pd].C(O)C>[C:49]([O:48][C:46]([CH:24]1[CH2:25][CH:26]([S:35]([C:38]2[CH:43]=[CH:42][CH:41]=[C:40]([O:44][CH3:45])[CH:39]=2)(=[O:37])=[O:36])[CH:27]([C:28]2[CH:33]=[CH:32][CH:31]=[CH:30][C:29]=2[F:34])[N:23]1[C:21](=[O:22])[CH2:20][NH:19][C:18](=[O:53])[NH:17][C:13]1[CH:12]=[C:11]([CH:16]=[CH:15][CH:14]=1)[C:9]([OH:10])=[O:8])=[O:47])([CH3:52])([CH3:50])[CH3:51]. Reported procedure: A The process is performed as described in Example 2A, but starting with 5.3 g of tert-butyl (2RS,4SR,5RS)-1-{2-[3-(3-benzyloxycarbonylphenyl)ureido]acetyl}-5-(2-fluorophenyl)-4-(3-methoxyphenyl)sulphonyl-2-pyrrolidinecarboxylate, 0.4 g of 10% palladium-on-charcoal and 100 cm3 of ethanol under a hydrogen atmosphere (130 kPa). After treatment, 3.5 g of (2RS,4SR,5RS)-3-(3-{2-[2-tert-butoxycarbonyl-5-(2-fluorophenyl)-4-(3-methoxyphenyl)sulphonyl-1-pyrrolidinyl]-2-oxoethyl}ureido)benzoic acid are ob... The reactants are CS(=O)(=O)Cl (methanesulfonyl chloride), ice water, Cl.NC(C#N)(C)C1=CC=CC=C1 (2-amino-2-phenyl-propionitrile hydrochloride), Cl.NC(C#N)(C)C1=CC=CC=C1 (2-Amino-2-phenyl-propionitrile hydrochloride). The reagents and catalysts are CN(C1=CC=NC=C1)C (4-dimethylaminopyridine). Run in C(Cl)Cl (methylene chloride), C(Cl)Cl (methylene chloride). Reaction conditions: time 2 hour. The product is C1(=CC=CC=C1)C(C#N)(C)NS(=O)(=O)C (2-Phenyl-2-(methylsulfonamido)propionitrile). The yield is 81.8%. RXN SMILES: Cl.[NH2:2][C:3]([C:7]1[CH:12]=[CH:11][CH:10]=[CH:9][CH:8]=1)([CH3:6])[C:4]#[N:5].[CH3:13][S:14](Cl)(=[O:16])=[O:15]>C(Cl)Cl.CN(C)C1C=CN=CC=1>[C:7]1([C:3]([NH:2][S:14]([CH3:13])(=[O:16])=[O:15])([CH3:6])[C:4]#[N:5])[CH:12]=[CH:11][CH:10]=[CH:9][CH:8]=1 |f:0.1|. Procedure: To a mixture of 2 g (0.0109 mole) 2-amino-2-phenyl-propionitrile hydrochloride (the product of Example 11) in methylene chloride (about 50 ml), 2.6 g (0.0218 mole) 4-dimethylaminopyridine was added, followed by 1.3 g (0.0109 mole) methanesulfonyl chloride in 10 ml methylene chloride in an exothermic addition. The reaction mixture was stirred for 2 hours at room temperature. The reaction mixture was poured into 100 ml ice water. The layers were separated using a separatory funnel. The organic (me...